From a dataset of the Open Reaction Database (ORD), a public repository of structured organic reaction records. describe an organic reaction: reactants, conditions, products, and yield Reactants: CCCCCCCCCCCCN(C)C, COC(=O)Nc1ccc([N+](=O)[O-])cc1, NCc1cccnc1, Cc1ccccc1C. Yields the product O=C(NCc1cccnc1)Nc1ccc([N+](=O)[O-])cc1. As a reaction SMILES: [CH3:23][N:24]([CH2:25][CH2:26][CH2:27][CH2:28][CH2:29][CH2:30][CH2:31][CH2:32][CH2:33][CH2:34][CH2:35][CH3:36])[CH3:37].[N+:1](=[O:2])([O-:3])[c:4]1[cH:5][cH:6][c:7]([NH:10][C:11]([O:12][CH3:13])=[O:14])[cH:8][cH:9]1.[NH2:15][CH2:16][c:17]1[cH:18][n:19][cH:20][cH:21][cH:22]1.[c:38]1([CH3:39])[c:40]([CH3:41])[cH:42][cH:43][cH:44][cH:45]1>>[N+:1](=[O:2])([O-:3])[c:4]1[cH:5][cH:6][c:7]([NH:10][C:11](=[O:14])[NH:15][CH2:16][c:17]2[cH:18][n:19][cH:20][cH:21][cH:22]2)[cH:8][cH:9]1. RXN SMILES: [NH2:1][C:2]1[C:3]2[N:4]([C:8]([Cl:11])=[CH:9][N:10]=2)[CH:5]=[CH:6][CH:7]=1.[CH3:12][C:13]1[C:18]([CH2:19]Cl)=[C:17]([N+:21]([O-:23])=[O:22])[CH:16]=[CH:15][CH:14]=1.[C:24](=O)([O-])[O-].[Na+].[Na+].[I-].[Na+]>CC(C)=O>[Cl:11][C:8]1[N:4]2[CH:5]=[CH:6][CH:7]=[C:2]([NH:1][CH2:19][C:18]3[C:13]([CH3:12])=[CH:14][CH:15]=[CH:16][C:17]=3[N+:21]([O-:23])=[O:22])[C:3]2=[N:10][C:9]=1[CH3:24] |f:2.3.4,5.6|. Product: ClC1=C(N=C2N1C=CC=C2NCC2=C(C=CC=C2C)[N+](=O)[O-])C (3-Chloro-2-methyl-8-(6-methyl-2-nitrobenzylamino)imidazo[1,2-a] pyridine). Starting materials: NC=1C=2N(C=CC1)C(=CN2)Cl (8-amino-3-chloroimidazo[1,2-a]pyridine), [I-].[Na+] (sodium iodide), CC1=CC=CC(=C1CCl)[N+](=O)[O-] (6-methyl-2-nitrobenzyl chloride), C([O-])([O-])=O.[Na+].[Na+] (sodium carbonate). Reported procedure: Starting from 8-amino-3-chloroimidazo[1,2-a]pyridine (9.26 g), 6-methyl-2-nitrobenzyl chloride (10.5 g), sodium carbonate (13.7 g) and sodium iodide (8.55 g) in acetone (380 ml) according to the procedure indicated in Example B1 gives, after chromatography on silica gel (eluent: toluene/dioxane=20:1) and crystallization from ethyl acetate/cyclohexane, 10.6 g (63%) of the title compound of m.p. 142-144° C. Solvent: CC(=O)C (acetone). Reaction conditions: time 48 hour. Reported procedure: To a solution of ((4-iodophenyl)ethynyl)trimethylsilane (5) (2.07 g, 6.23 mmol) in methanol (40 mL) was added K2CO3 (8.0 g, 57.9 mmol) and the reaction was allowed to stir for 48 hours. The volatiles were then removed in vacuo and the residue partitioned between ethyl acetate and H2O. The layers were separated and the aqueous phase re-extracted with ethyl acetate (2×). The combined organic layers were washed (H2O, brine), dried (Na2SO4), and filtered. The solvent was removed in vacuo and the res... RXN SMILES: [I:1][C:2]1[CH:7]=[CH:6][C:5]([C:8]#[C:9][Si](C)(C)C)=[CH:4][CH:3]=1.C([O-])([O-])=O.[K+].[K+]>CO>[C:8]([C:5]1[CH:6]=[CH:7][C:2]([I:1])=[CH:3][CH:4]=1)#[CH:9] |f:1.2.3|. Run in CO (methanol). The product is C(#C)C1=CC=C(C=C1)I (1-ethynyl-4-iodobenzene). Reactants: IC1=CC=C(C=C1)C#C[Si](C)(C)C (((4-iodophenyl)ethynyl)trimethylsilane), C(=O)([O-])[O-].[K+].[K+] (K2CO3). Isolated yield 64.8%. Starting materials: C1CCOC1, CCN(C(C)C)C(C)C, CN(c1nccc(-n2cnc3ccccc32)n1)C1CCCNC1, O=S(=O)(Cl)c1ccccc1. Yields the product CN(c1nccc(-n2cnc3ccccc32)n1)C1CCCN(S(=O)(=O)c2ccccc2)C1. As a reaction SMILES: [CH2:43]1[O:44][CH2:45][CH2:46][CH2:47]1.[CH:24]([N:25]([CH:26]([CH3:27])[CH3:28])[CH2:29][CH3:30])([CH3:31])[CH3:32].[NH:1]1[CH2:2][CH:3]([N:7]([c:8]2[n:9][cH:10][cH:11][c:12](-[n:14]3[cH:15][n:16][c:17]4[c:18]3[cH:19][cH:20][cH:21][cH:22]4)[n:13]2)[CH3:23])[CH2:4][CH2:5][CH2:6]1.[c:33]1([S:39](=[O:40])(=[O:41])[Cl:42])[cH:34][cH:35][cH:36][cH:37][cH:38]1>>[N:1]1([S:39]([c:33]2[cH:34][cH:35][cH:36][cH:37][cH:38]2)(=[O:40])=[O:41])[CH2:2][CH:3]([N:7]([c:8]2[n:9][cH:10][cH:11][c:12](-[n:14]3[cH:15][n:16][c:17]4[c:18]3[cH:19][cH:20][cH:21][cH:22]4)[n:13]2)[CH3:23])[CH2:4][CH2:5][CH2:6]1. Procedure: A solution of 3-(t-butoxycarbonyl)-N-[m-[p-[1-(methylthio)formimidoyl]benzamido]benzoyl]-L-alanine methyl ester hydroiodide in methanol is reacted with ammonium acetate in an analogous manner to that described in Example 33 B) h). There is obtained in 71% yield N-[m-(p-amidinobenzamido)benzoyl]-3-(t-butoxycarbonyl)-L-alanine methyl ester hydroiodide in the form of a colourless solid, m.p. 118°-120° C. (ether/isopropyl ether), MS: 469 (M+1)+. Yields the product I.COC([C@@H](NC(C1=CC(=CC=C1)NC(C1=CC=C(C=C1)C(N)=N)=O)=O)CC(=O)OC(C)(C)C)=O (N-[m-(p-amidinobenzamido)benzoyl]-3-(t-butoxycarbonyl)-L-alanine methyl ester hydroiodide). Yield: 71.0%. The reactants are CCOCC.C(C)(C)OC(C)C (ether isopropyl ether), I.COC([C@@H](NC(C1=CC(=CC=C1)NC(C1=CC=C(C=C1)C(=N)SC)=O)=O)CC(=O)OC(C)(C)C)=O (3-(t-butoxycarbonyl)-N-[m-[p-[1-(methylthio)formimidoyl]benzamido]benzoyl]-L-alanine methyl ester hydroiodide), C(C)(=O)[O-].[NH4+] (ammonium acetate). Run in CO (methanol). As a reaction SMILES: [IH:1].[CH3:2][O:3][C:4](=[O:36])[C@H:5]([CH2:28][C:29]([O:31][C:32]([CH3:35])([CH3:34])[CH3:33])=[O:30])[NH:6][C:7](=[O:27])[C:8]1[CH:13]=[CH:12][CH:11]=[C:10]([NH:14][C:15](=[O:26])[C:16]2[CH:21]=[CH:20][C:19]([C:22](SC)=[NH:23])=[CH:18][CH:17]=2)[CH:9]=1.C([O-])(=O)C.[NH4+:41].CCOCC.C(OC(C)C)(C)C>CO>[IH:1].[CH3:2][O:3][C:4](=[O:36])[C@H:5]([CH2:28][C:29]([O:31][C:32]([CH3:35])([CH3:34])[CH3:33])=[O:30])[NH:6][C:7](=[O:27])[C:8]1[CH:13]=[CH:12][CH:11]=[C:10]([NH:14][C:15](=[O:26])[C:16]2[CH:21]=[CH:20][C:19]([C:22](=[NH:41])[NH2:23])=[CH:18][CH:17]=2)[CH:9]=1 |f:0.1,2.3,4.5,7.8|. Starting materials: BrC1=CC=C2CCC(CC2=C1)=O (7-bromo-2-tetralone), C(CO)O (ethylene glycol), C1(=CC=C(C=C1)S(=O)(=O)O)C (p-toluensulfonic acid). Solvent: C1=CC=CC=C1 (benzene), C(C)OCC (diethyl ether). Yields the product BrC1=CC=C2CCC3(CC2=C1)OCCO3 (7'-bromo-3',4'-dihydrospiro[1,3-dioxolane-2,2'(1'H)-naphthalene]). The yield is 91.0%. As a reaction SMILES: [Br:1][C:2]1[CH:11]=[C:10]2[C:5]([CH2:6][CH2:7][C:8](=[O:12])[CH2:9]2)=[CH:4][CH:3]=1.[CH2:13](O)[CH2:14][OH:15].C1(C)C=CC(S(O)(=O)=O)=CC=1>C1C=CC=CC=1.C(OCC)C>[Br:1][C:2]1[CH:11]=[C:10]2[C:5]([CH2:6][CH2:7][C:8]3([O:15][CH2:14][CH2:13][O:12]3)[CH2:9]2)=[CH:4][CH:3]=1. Procedure: A solution of 7-bromo-2-tetralone (1.1 g, 4.9 mmol), ethylene glycol (0.62 g, 10 mmol), and p-toluensulfonic acid (80 mg, 0.42 mmol) in benzene (20 ml) was stirred under N2 at reflux utilizing a Dean-Stark trap for 45 minutes. The cooled solution was diluted with diethyl ether (60 ml), washed with saturated NaHCO3 solution (2×10 ml), dried (MgSO4) and concentrated in vacuo to give 7'-bromo-3',4'-dihydrospiro[1,3-dioxolane-2,2'(1'H)-naphthalene] as an oil (1.2 g). 1H NMR (CDCl3, 200 MHz) δ: 1.95 ... The reactants are ClC1=C(C=C(C=C1)Cl)O (2,5-Dichlorophenol), C([O-])([O-])=O.[K+].[K+] (potassium carbonate), solution, C(C#C)Br (propargyl bromide), C1(=CC=CC=C1)C (toluene). Run in CC(=O)C (acetone). Conditions: time 8 hour. Yields the product ClC1=C(C=C(C=C1)Cl)OCC#C (1,4-dichloro-2-(2-propynyloxy)benzene). As a reaction SMILES: [Cl:1][C:2]1[CH:7]=[CH:6][C:5]([Cl:8])=[CH:4][C:3]=1[OH:9].C(=O)([O-])[O-].[K+].[K+].[CH2:16](Br)[C:17]#[CH:18].C1(C)C=CC=CC=1>CC(C)=O>[Cl:1][C:2]1[CH:7]=[CH:6][C:5]([Cl:8])=[CH:4][C:3]=1[O:9][CH2:18][C:17]#[CH:16] |f:1.2.3|. Reported procedure: 2,5-Dichlorophenol (8 g, 49 mmol) was mixed with potassium carbonate (13.6 g, 98 mmol) and 80% solution of propargyl bromide in toluene (11 ml, 98 mmol) in acetone (100 ml) and stirred overnight at room temperature. The precipitate was removed by filtration and washed with acetone. The acetone solution obtained was concentrated by rotary evaporation and kept under vacuum for 5 h. The product was obtained as yellow oil with quantitative yield. It was used for further transformations without addit... The reactants are FC(C(=O)O)(F)F (Trifluoroacetic acid), C(#N)C1=C(C=C(C=C1)N1CCN(CC1)C(=O)[C@@H]1N(CCCC1)C(=O)OC(C)(C)C)N[C@H](C)C1=C(C=C(C=C1)Cl)Cl ((R)-t-butyl 2-(4-(4-cyano-3-((R)-1-(2,4-dichlorophenyl)ethylamino)phenyl)piperazine-1-carbonyl)piperidine-1-carboxylate). Run in ClCCl (dichloromethane). Reaction conditions: time 1 hour. Product: ClC1=C(C=CC(=C1)Cl)[C@@H](C)NC1=C(C#N)C=CC(=C1)N1CCN(CC1)C(=O)[C@@H]1NCCCC1 (2-((R)-1-(2,4-dichlorophenyl)ethylamino)-4-(4-((R)-piperidine-2-carbonyl)piperazin-1-yl)benzonitrile). Isolated yield 75.0%. Reaction SMILES: FC(F)(F)C(O)=O.[C:8]([C:10]1[CH:15]=[CH:14][C:13]([N:16]2[CH2:21][CH2:20][N:19]([C:22]([C@H:24]3[CH2:29][CH2:28][CH2:27][CH2:26][N:25]3C(OC(C)(C)C)=O)=[O:23])[CH2:18][CH2:17]2)=[CH:12][C:11]=1[NH:37][C@@H:38]([C:40]1[CH:45]=[CH:44][C:43]([Cl:46])=[CH:42][C:41]=1[Cl:47])[CH3:39])#[N:9]>ClCCl>[Cl:47][C:41]1[CH:42]=[C:43]([Cl:46])[CH:44]=[CH:45][C:40]=1[C@H:38]([NH:37][C:11]1[CH:12]=[C:13]([N:16]2[CH2:17][CH2:18][N:19]([C:22]([C@H:24]3[CH2:29][CH2:28][CH2:27][CH2:26][NH:25]3)=[O:23])[CH2:20][CH2:21]2)[CH:14]=[CH:15][C:10]=1[C:8]#[N:9])[CH3:39]. Reported procedure: Trifluoroacetic acid (0.3 mL) was added to a solution of (R)-t-butyl 2-(4-(4-cyano-3-((R)-1-(2,4-dichlorophenyl)ethylamino)phenyl)piperazine-1-carbonyl)piperidine-1-carboxylate (0.095 g, 0.16 mmol) in dichloromethane (1 mL) at room temperature, and the solution was stirred for 1 h. Excess solvent was removed in vacuo, and the residue was diluted with dichloromethane. The organic layer was neutralized with aqueous saturated sodium bicarbonate solution, and the aqueous layer was further extracted ... Reactants: C=O (formalin), N1(CCNCC1)C(=S)SC (methyl 1-piperazinecarbodithioate), C(C1=CC(O)=C(O)C(O)=C1)(=O)OCCC (propyl gallate). Solvent: C(C)O (ethanol), C(C)O (ethanol), C(C)O (ethanol). Reaction conditions: time 30 minute. The product is C(CC)OC(=O)C1=CC(=C(C(=C1CN1CCN(CC1)C(=S)SC)O)O)O (Methyl 4-(6-propyloxycarbonyl-2,3,4-trihydroxybenzyl)-1-piperazinecarbodithioate). The yield is 46.0%. RXN SMILES: [CH2:1]=O.[N:3]1([C:9]([S:11][CH3:12])=[S:10])[CH2:8][CH2:7][NH:6][CH2:5][CH2:4]1.[C:13]([O:24][CH2:25][CH2:26][CH3:27])(=[O:23])[C:14]1[CH:22]=[C:20]([OH:21])[C:18]([OH:19])=[C:16]([OH:17])[CH:15]=1>C(O)C>[CH2:25]([O:24][C:13]([C:14]1[C:15]([CH2:1][N:6]2[CH2:7][CH2:8][N:3]([C:9]([S:11][CH3:12])=[S:10])[CH2:4][CH2:5]2)=[C:16]([OH:17])[C:18]([OH:19])=[C:20]([OH:21])[CH:22]=1)=[O:23])[CH2:26][CH3:27]. Procedure: In 10 ml of ethanol was dissolved 0.86 g (10 mmol.) of 35% formalin. To the solution placed in an ice bath was further added a solution of 1.94 g (10 mmol., purity 90.7%) of methyl 1-piperazinecarbodithioate in 4 ml of ethanol. The resulting mixture was then stirred for 30 min. at room temperature. To the mixture placed in an ice bath was dropwise added a solution of 2.12 g (10 mmol.) of propyl gallate in 4 ml of ethanol. The mixture was stirred overnight at room temperature and subsequently ref...